describe an organic reaction: reactants, conditions, products, and yield From a dataset of the Open Reaction Database (ORD), a public repository of structured organic reaction records. Reactants: C1=CC=CC=2NC3=C4C=CC=CC4=NC3=CC12 (Quindoline), C(C)I (ethyl iodide). Reaction conditions: temperature 135 celsius. Product: I.C(C)[NH+]1C=2C=CC=CC2C=C2N=C3C=CC=CC3=C12 (5-ethylquindolinium hydroiodide). Isolated yield 86.9%. As a reaction SMILES: [CH:1]1[C:17]2[CH:16]=[C:15]3[C:7](=[C:8]4[C:13](=[N:14]3)[CH:12]=[CH:11][CH:10]=[CH:9]4)[NH:6][C:5]=2[CH:4]=[CH:3][CH:2]=1.[CH2:18]([I:20])[CH3:19]>>[IH:20].[CH2:18]([NH+:6]1[C:7]2[C:15]([N:14]=[C:13]3[C:8]=2[CH:9]=[CH:10][CH:11]=[CH:12]3)=[CH:16][C:17]2[CH:1]=[CH:2][CH:3]=[CH:4][C:5]1=2)[CH3:19] |f:2.3|. Reported procedure: A suspension of quindoline (1 g, 4.6 mmol) from Example 2 and ethyl iodide (3 mL, 37.7 mmol) was heated in a bomb at 135° C. for 15 hours. The excess ethyl iodide was removed and the resulting brown precipitate was collected, washed with ether and dried, yielding 1.5 g (87.7%) of 5-ethylquindolinium hydroiodide. Recrystallization from water afforded bright yellow crystals of 5-ethylquindolinium hydroiodide, mp 256° C. [lit 222-223° C. (Fichter, F.; Boehringer, R. Ber 1906, 3941)]; 1H NMR (DMSO-d...